Dataset: the Open Reaction Database (ORD), a public repository of structured organic reaction records. Task: describe an organic reaction: reactants, conditions, products, and yield The reactants are C, CCOC(=O)CC(=O)c1cc(Oc2ccccc2)c(NS(C)(=O)=O)cc1OCc1ccccc1, CCO, [Pd]. The product is CCOC(=O)CC(=O)c1cc(Oc2ccccc2)c(NS(C)(=O)=O)cc1O. RXN SMILES: [C:38].[CH2:1]([c:2]1[cH:3][cH:4][cH:5][cH:6][cH:7]1)[O:8][c:9]1[c:10]([C:11](=[O:12])[CH2:13][C:14](=[O:15])[O:16][CH2:17][CH3:18])[cH:19][c:20]([O:28][c:29]2[cH:30][cH:31][cH:32][cH:33][cH:34]2)[c:21]([NH:23][S:24](=[O:25])(=[O:26])[CH3:27])[cH:22]1.[CH3:35][CH2:36][OH:37].[Pd:39]>>[OH:8][c:9]1[c:10]([C:11](=[O:12])[CH2:13][C:14](=[O:15])[O:16][CH2:17][CH3:18])[cH:19][c:20]([O:28][c:29]2[cH:30][cH:31][cH:32][cH:33][cH:34]2)[c:21]([NH:23][S:24](=[O:25])(=[O:26])[CH3:27])[cH:22]1. Reactants: OC=1C=C(C=CC1)NC(C)=O (N-(3-hydroxy-phenyl)-acetamide), C(=O)([O-])[O-].[K+].[K+] (K2CO3), BrCC#N (bromo-acetonitrile). Run in CC(=O)C (acetone). Conditions: temperature 100 celsius. The product is C(#N)COC=1C=C(C=CC1)NC(C)=O (N-(3-Cyanomethoxy-phenyl)-acetamide). RXN SMILES: [OH:1][C:2]1[CH:3]=[C:4]([NH:8][C:9](=[O:11])[CH3:10])[CH:5]=[CH:6][CH:7]=1.C([O-])([O-])=O.[K+].[K+].Br[CH2:19][C:20]#[N:21]>CC(C)=O>[C:20]([CH2:19][O:1][C:2]1[CH:3]=[C:4]([NH:8][C:9](=[O:11])[CH3:10])[CH:5]=[CH:6][CH:7]=1)#[N:21] |f:1.2.3|. Procedure: To a solution of N-(3-hydroxy-phenyl)-acetamide (5 g, 33.1 mmol) in acetone (50 ml) were added K2CO3 (5.49 g, 39.8 mmol) and bromo-acetonitrile (4.37 g, 36.4 mmol). The reaction mixture was heated to 100° C. for 3 h, filtered and the acetone layer evaporated in vacuo. This residue was dissolved in EtOAc (100 ml) and washed with 1M NaOH (10 ml×2). The organic layer was dried (Na2SO4), filtered and the solvent removed in vacuo. The crude residue was purified by column chromatography eluting with 8... Starting materials: BrC(Br)(Br)Br, ClCCl, N#Cc1cc(CO)cc(C(F)(F)F)c1, c1ccc(P(c2ccccc2)c2ccccc2)cc1. Product: N#Cc1cc(CBr)cc(C(F)(F)F)c1. As a reaction SMILES: [C:15]([Br:16])([Br:17])([Br:18])[Br:19].[Cl:39][CH2:40][Cl:41].[OH:1][CH2:2][c:3]1[cH:4][c:5]([C:6]#[N:7])[cH:8][c:9]([C:11]([F:12])([F:13])[F:14])[cH:10]1.[c:20]1([P:21]([c:22]2[cH:23][cH:24][cH:25][cH:26][cH:27]2)[c:28]2[cH:29][cH:30][cH:31][cH:32][cH:33]2)[cH:34][cH:35][cH:36][cH:37][cH:38]1>>[CH2:2]([c:3]1[cH:4][c:5]([C:6]#[N:7])[cH:8][c:9]([C:11]([F:12])([F:13])[F:14])[cH:10]1)[Br:16]. Reactants: [Br-], CC(C)(C)c1cccc(C(C)(C)C)c1O, C=CCCl, Cc1ccccc1, Cl, [K+], [Na+], [OH-], O. Product: C=CCc1cc(C(C)(C)C)c(O)c(C(C)(C)C)c1. Reaction SMILES: [Br-:19].[C:3]([CH3:4])([CH3:5])([CH3:6])[c:7]1[c:8]([OH:17])[c:9]([C:13]([CH3:14])([CH3:15])[CH3:16])[cH:10][cH:11][cH:12]1.[CH2:20]([CH:21]=[CH2:22])[Cl:23].[CH3:26][c:27]1[cH:28][cH:29][cH:30][cH:31][cH:32]1.[ClH:24].[K+:18].[Na+:2].[OH-:1].[OH2:25]>>[C:3]([CH3:4])([CH3:5])([CH3:6])[c:7]1[c:8]([OH:17])[c:9]([C:13]([CH3:14])([CH3:15])[CH3:16])[cH:10][c:11]([CH2:22][CH:21]=[CH2:20])[cH:12]1. Yields the product C(C)(C)C1=C(C(=CC=C1)C(C)C)O (2,6-diisopropyl phenol). As a reaction SMILES: [CH3:1][CH:2]([C:4]1[CH:5]=[C:6]([CH:10]=[C:11]([CH:17]([CH3:19])[CH3:18])[C:12]=1[O:13]C(C)C)C(O)=O)[CH3:3].O(C1C=CC(C(O)=O)=CC=1)C1C=CC(C(O)=O)=CC=1>CCOCC>[CH:17]([C:11]1[CH:10]=[CH:6][CH:5]=[C:4]([CH:2]([CH3:3])[CH3:1])[C:12]=1[OH:13])([CH3:19])[CH3:18]. Run in CCOCC (ether). Reactants: CC(C)C=1C=C(C(=O)O)C=C(C1OC(C)C)C(C)C (3,5-di(propan-2-yl)-4-(propan-2-yloxy)benzoic acid), O(C1=CC=C(C(=O)O)C=C1)C1=CC=C(C(=O)O)C=C1 (4,4′-oxydibenzoic acid), Formula IV. Procedure: The process for the preparation of highly pure 2,6-diisopropyl phenol (Formula I), comprises reacting p-hydroxy benzoic acid (Formula II) with an alkylating agent in presence of aq. mineral acid at a temperature in the range of 60-65° C. followed by basification with sodium hydroxide to yield crude 4-hydroxy-3,5-diisopropylbenzoic acid (Formula III) including ether impurity 3,5-di(propan-2-yl)-4-(propan-2-yloxy)benzoic acid of Formula V, dimer impurity, 4,4′-oxydibenzoic acid of Formula IV, and ... Reactants: COc1nnc(-c2ccncc2)cc1-c1cc2ccc(C=O)cc2n1C(=O)OC(C)(C)C, C1CCOC1, [Li]CCCC. As a reaction SMILES: [C:6]([CH3:7])([CH3:8])([CH3:9])[O:10][C:11](=[O:12])[n:13]1[c:14](-[c:24]2[c:25]([O:36][CH3:37])[n:26][n:27][c:28](-[c:30]3[cH:31][cH:32][n:33][cH:34][cH:35]3)[cH:29]2)[cH:15][c:16]2[cH:17][cH:18][c:19]([CH:22]=[O:23])[cH:20][c:21]12.[CH2:38]1[CH2:39][CH2:40][CH2:41][O:42]1.[Li:1][CH2:2][CH2:3][CH2:4][CH3:5]>>[C:6]([CH3:7])([CH3:8])([CH3:9])[O:10][C:11](=[O:12])[n:13]1[c:14](-[c:24]2[c:25]([O:36][CH3:37])[n:26][n:27][c:28](-[c:30]3[cH:31][cH:32][n:33][cH:34][cH:35]3)[cH:29]2)[cH:15][c:16]2[cH:17][cH:18][c:19]([CH:40]=[CH:41][O:42][CH3:38])[cH:20][c:21]12. The product is COC=Cc1ccc2cc(-c3cc(-c4ccncc4)nnc3OC)n(C(=O)OC(C)(C)C)c2c1. The reactants are S1C=CC2=C1CCCC2=O (6,7-dihydro-1-benzothiophen-4(5H)-one), C(C)(C)[N-]C(C)C.[Li+] (lithium diisopropyl amide), C([O-])(O)=O.[Na+] (sodium bicarbonate), IC (iodomethane). Run in O1CCCC1 (tetrahydrofuran). Conditions: time 30 minute. The product is CC1CCC2=C(C=CS2)C1=O (5-methyl-6,7-dihydro-1-benzothiophen-4(5H)-one). Isolated yield 32.0%. Reaction SMILES: [S:1]1[C:5]2[CH2:6][CH2:7][CH2:8][C:9](=[O:10])[C:4]=2[CH:3]=[CH:2]1.[CH:11]([N-]C(C)C)(C)C.[Li+].IC.C(=O)(O)[O-].[Na+]>O1CCCC1>[CH3:11][CH:8]1[C:9](=[O:10])[C:4]2[CH:3]=[CH:2][S:1][C:5]=2[CH2:6][CH2:7]1 |f:1.2,4.5|. Procedure: To a solution of 6,7-dihydro-1-benzothiophen-4(5H)-one (1.63 g) in tetrahydrofuran (90 ml) at −78° C. under N2 was added lithium diisopropyl amide (5.89 ml, 2 M). After 30 min, iodomethane (0.732 ml) was added and the reaction was allowed to warm to ambient temperature. After 2 h, the reaction mixture was poured into saturated sodium bicarbonate (100 ml), extracted methylene chloride (3×100 ml), dried MgSO4, filtered and concentrated. MPLC was run on a biotage 40M column with 4-6% ethyl acetate/... Reactants: C(C1=CC=CC=C1)(=O)C=1N(C=CC1)CCC(C(=O)OCC)C(=O)OCC (2-benzoyl-1-[3,3-di(ethoxycarbonyl)propyl]pyrrole), [Mn](=O)(=O)(=O)[O-].[K+] (potassium permanganate), C(C)(=O)OC(C)=O (acetic anhydride), C(C)(=O)[O-].[Na+] (sodium acetate). The reagents and catalysts are O.O.O.O.C(C)(=O)[O-].[Mn+2].C(C)(=O)[O-] (manganese(II) acetate tetrahydrate). Solvent: O (water), C(C)(=O)O (acetic acid), C(C)(=O)O (acetic acid). Run at temperature 80 celsius, time 6 hour. Yields the product C(C1=CC=CC=C1)(=O)C=1N2CCC(C2=CC1)(C(=O)OCC)C(=O)OCC (diethyl 5-benzoyl-2,3-dihydro-1H-pyrrolizine-1,1-dicarboxylate). Yield: 96.1%. RXN SMILES: [Mn]([O-])(=O)(=O)=O.[K+].C(OC(=O)C)(=O)C.C([O-])(=O)C.[Na+].[C:19]([C:27]1[N:28]([CH2:32][CH2:33][CH:34]([C:40]([O:42][CH2:43][CH3:44])=[O:41])[C:35]([O:37][CH2:38][CH3:39])=[O:36])[CH:29]=[CH:30][CH:31]=1)(=[O:26])[C:20]1[CH:25]=[CH:24][CH:23]=[CH:22][CH:21]=1>C(O)(=O)C.O.O.O.O.C([O-])(=O)C.[Mn+2].C([O-])(=O)C.O>[C:19]([C:27]1[N:28]2[C:29](=[CH:30][CH:31]=1)[C:34]([C:40]([O:42][CH2:43][CH3:44])=[O:41])([C:35]([O:37][CH2:38][CH3:39])=[O:36])[CH2:33][CH2:32]2)(=[O:26])[C:20]1[CH:21]=[CH:22][CH:23]=[CH:24][CH:25]=1 |f:0.1,3.4,7.8.9.10.11.12.13|. Procedure: To a hot (80° C.) solution of manganese(II) acetate tetrahydrate (858 mg, 3.50 mmol) in acetic acid (8 mL) were added sequentially potassium permanganate (138 mg, 0.875 mmol), acetic anhydride (1,355 mg, 10.5 mmol), anhydrous sodium acetate (420 mg, 5 mmol) and a solution of 2-benzoyl-1-[3,3-di(ethoxycarbonyl)propyl]pyrrole (500 mg, 1.40 mmol) in acetic acid (2 mL). The resulting mixture was stirred at 80° C. for 6 hours, cooled, poured into water (25 mL), and extracted with toluene (3×25 mL). T... Starting materials: C[O-], CO, CS(=O)(=O)OCCCc1cc(Cl)cc2nc(Cc3ccccc3Cl)oc12, [Na+], [Na], O. Yields the product COCCCc1cc(Cl)cc2nc(Cc3ccccc3Cl)oc12. Reaction SMILES: [CH3:27][O-:28].[CH3:30][OH:31].[Cl:1][c:2]1[c:3]([CH2:4][c:5]2[o:6][c:7]3[c:8]([n:9]2)[cH:10][c:11]([Cl:22])[cH:12][c:13]3[CH2:14][CH2:15][CH2:16][O:17][S:18]([CH3:19])(=[O:20])=[O:21])[cH:23][cH:24][cH:25][cH:26]1.[Na+:29].[Na:32].[OH2:33]>>[Cl:1][c:2]1[c:3]([CH2:4][c:5]2[o:6][c:7]3[c:8]([n:9]2)[cH:10][c:11]([Cl:22])[cH:12][c:13]3[CH2:14][CH2:15][CH2:16][O:17][CH3:27])[cH:23][cH:24][cH:25][cH:26]1. Starting materials: C(C1=CC=CC=C1)SC(NC1=NC=C(C=C1)C)=S (Benzyl(5-methyl-2-pyridyl)dithiocarbamate), CN (Methylamine), O (water). The solvent is C(C)O (ethanol). Conditions: time 1 hour. The product is CC=1C=CC(=NC1)NC(=S)NC (1-(5-Methyl-2-pyridyl)-3-methylthiourea). Reaction SMILES: C(S[C:9](=[S:18])[NH:10][C:11]1[CH:16]=[CH:15][C:14]([CH3:17])=[CH:13][N:12]=1)C1C=CC=CC=1.[CH3:19][NH2:20].O>C(O)C>[CH3:17][C:14]1[CH:15]=[CH:16][C:11]([NH:10][C:9]([NH:20][CH3:19])=[S:18])=[N:12][CH:13]=1. Procedure details: Benzyl(5-methyl-2-pyridyl)dithiocarbamate (3 g.) was suspended in ethanol (30 ml.). Methylamine (33% ethanolic solution, 10 ml.) was added and the mixture stirred at room temperature for 1 hour. On the addition of water, the thiourea separated and was collected by filtration, dried and recrystallised from ethanol-petrol ether. Yield 2.5 g., m.pt. 161° C.